From a dataset of the Open Reaction Database (ORD), a public repository of structured organic reaction records. describe an organic reaction: reactants, conditions, products, and yield Starting materials: C(C1=CC=CC=C1)OC1=CC=2N(C=C1N(S(=O)(=O)C)CC)N=C(C2C(=O)NC)C2=CC=C(C=C2)F (5-(Benzyloxy)-6-(N-ethylmethylsulfonamido)-2-(4-fluorophenyl)-N-methylpyrazolo[1,5-a]pyridine-3-carboxamide), B(Cl)(Cl)Cl (BCl3). The reagents and catalysts are [I-].C(CCC)[N+](CCCC)(CCCC)CCCC (Tetrabutylammonium iodide). The solvent is ClCCl (dichloromethane). Run at temperature -78 celsius, time 14 hour. Yields the product C(C)N(S(=O)(=O)C)C=1C(=CC=2N(C1)N=C(C2C(=O)NC)C2=CC=C(C=C2)F)O (6-(N-ethylmethylsulfonamido)-2-(4-fluorophenyl)-5-hydroxy-N-methylpyrazolo[1,5-a]pyridine-3-carboxamide). RXN SMILES: C([O:8][C:9]1[C:14]([N:15]([CH2:20][CH3:21])[S:16]([CH3:19])(=[O:18])=[O:17])=[CH:13][N:12]2[N:22]=[C:23]([C:29]3[CH:34]=[CH:33][C:32]([F:35])=[CH:31][CH:30]=3)[C:24]([C:25]([NH:27][CH3:28])=[O:26])=[C:11]2[CH:10]=1)C1C=CC=CC=1.B(Cl)(Cl)Cl>ClCCl.[I-].C([N+](CCCC)(CCCC)CCCC)CCC>[CH2:20]([N:15]([C:14]1[C:9]([OH:8])=[CH:10][C:11]2[N:12]([N:22]=[C:23]([C:29]3[CH:30]=[CH:31][C:32]([F:35])=[CH:33][CH:34]=3)[C:24]=2[C:25]([NH:27][CH3:28])=[O:26])[CH:13]=1)[S:16]([CH3:19])(=[O:17])=[O:18])[CH3:21] |f:3.4|. Procedure details: 5-(Benzyloxy)-6-(N-ethylmethylsulfonamido)-2-(4-fluorophenyl)-N-methylpyrazolo[1,5-a]pyridine-3-carboxamide (2.5 g, 5 mmol, 1 eq) was dissolved in dichloromethane and cooled to −78° C. Tetrabutylammonium iodide (0.19 g, 0.5 mmol, 0.1 eq) was added to the above mixture followed by slow dropwise addition of BCl3 (25 ml) at −78° C. The above solution was stirred at room temperature for 14 h. The solution was quenched with 10% sodium bicarbonate solution and the product was extracted with dichlorome... The reactants are CC(C)(C)OC(=O)Nc1ccc(C(=O)C=C2CCN(Cc3ccccc3)CC2)cc1, ClC(Cl)Cl, O=C(O)C(F)(F)F. Product: Nc1ccc(C(=O)C=C2CCN(Cc3ccccc3)CC2)cc1. As a reaction SMILES: [C:1]([O:2][C:3](=[O:4])[NH:8][c:9]1[cH:10][cH:11][c:12]([C:15]([CH:16]=[C:17]2[CH2:18][CH2:19][N:20]([CH2:23][c:24]3[cH:25][cH:26][cH:27][cH:28][cH:29]3)[CH2:21][CH2:22]2)=[O:30])[cH:13][cH:14]1)([CH3:5])([CH3:6])[CH3:7].[CH:38]([Cl:39])([Cl:40])[Cl:41].[OH:31][C:32]([C:33]([F:34])([F:35])[F:36])=[O:37]>>[NH2:8][c:9]1[cH:10][cH:11][c:12]([C:15]([CH:16]=[C:17]2[CH2:18][CH2:19][N:20]([CH2:23][c:24]3[cH:25][cH:26][cH:27][cH:28][cH:29]3)[CH2:21][CH2:22]2)=[O:30])[cH:13][cH:14]1. Starting materials: C(C)(=O)SC[C@@H]1C(N[C@H](CCCCCC1)C(=O)O)=O (Trans 3-(acetylthiomethyl)-2-oxo-1-azacyclodecane-10-carboxylic acid), Cl.C(C)(=O)OCCN (1-acetoxy-2-aminoethane hydrochloride), ON1N=NC2=C1C=CC=C2 (1-hydroxybenzotriazole), CN1CCOCC1 (4-methylmorpholine), Cl.CN(C)CCCN=C=NCC (N-(dimethylaminopropyl)-N'-ethylcarbodiimide hydrochloride). Run in C(Cl)Cl (methylene chloride), C(Cl)Cl (methylene chloride). Conditions: temperature 0 celsius, time 8 hour. Product: C(C)(=O)OCCNC(=O)[C@H]1CCCCCC[C@@H](C(N1)=O)CSC(C)=O (2-acetoxy-N-[[trans 3-(acetylthiomethyl)-2-oxo-1-azacyclodecan-10-yl]-carbonyl]-ethylamine). As a reaction SMILES: [C:1]([S:4][CH2:5][C@H:6]1[CH2:15][CH2:14][CH2:13][CH2:12][CH2:11][CH2:10][C@H:9]([C:16]([OH:18])=O)[NH:8][C:7]1=[O:19])(=[O:3])[CH3:2].Cl.[C:21]([O:24][CH2:25][CH2:26][NH2:27])(=[O:23])[CH3:22].ON1C2C=CC=CC=2N=N1.CN1CCOCC1.Cl.CN(CCCN=C=NCC)C>C(Cl)Cl>[C:21]([O:24][CH2:25][CH2:26][NH:27][C:16]([C@@H:9]1[NH:8][C:7](=[O:19])[C@@H:6]([CH2:5][S:4][C:1](=[O:3])[CH3:2])[CH2:15][CH2:14][CH2:13][CH2:12][CH2:11][CH2:10]1)=[O:18])(=[O:23])[CH3:22] |f:1.2,5.6|. Reported procedure: Trans 3-(acetylthiomethyl)-2-oxo-1-azacyclodecane-10-carboxylic acid (0.15 g, 0.52 mmol), 1-acetoxy-2-aminoethane hydrochloride (0.073 g, 0.52 mmol), 1-hydroxybenzotriazole (0.12 g, 0.52 mmol), and 4-methylmorpholine (0.17 mL, 1.56 mmol) are dissolved in methylene chloride (3.0 mL), and the reaction is cooled to 0° C. To this solution is added N-(dimethylaminopropyl)-N'-ethylcarbodiimide hydrochloride (0.20 g, 1.04 mmol), and the reaction is allowed to warm up to room temperature and then stirre... Starting materials: C(=O)([O-])[O-].[K+].[K+] (K2CO3), OO (H2O2), B(F)(F)F (BF3), OCCCCN(S(=O)(=O)C1=CC=C(C=C1)C1=CC=CC=C1)C=CCCC (Biphenyl-4-sulfonic acid-(4-hydroxybutyl)-penten-1-yl-amide), [OH-].[Na+] (NaOH). Run in O (water), COCCOCCOC (diglyme), O(CC)CC (OEt2), [BH4-].[Na+] (NaBH4), COCCOCCOC (diglyme). Run at time 1 hour. Product: OCCCCN(S(=O)(=O)C1=CC=C(C=C1)C1=CC=CC=C1)CCCCCO (Biphenyl-4-sulfonic acid-(4-hydroxybutyl)-(5-hydroxypentyl)-amide). Reaction SMILES: [OH:1][CH2:2][CH2:3][CH2:4][CH2:5][N:6]([CH:22]=[CH:23][CH2:24][CH2:25][CH3:26])[S:7]([C:10]1[CH:15]=[CH:14][C:13]([C:16]2[CH:21]=[CH:20][CH:19]=[CH:18][CH:17]=2)=[CH:12][CH:11]=1)(=[O:9])=[O:8].B(F)(F)F.[OH-].[Na+].OO.C([O-])([O-])=[O:36].[K+].[K+]>[BH4-].[Na+].COCCOCCOC.O.O(CC)CC>[OH:1][CH2:2][CH2:3][CH2:4][CH2:5][N:6]([CH2:22][CH2:23][CH2:24][CH2:25][CH2:26][OH:36])[S:7]([C:10]1[CH:11]=[CH:12][C:13]([C:16]2[CH:17]=[CH:18][CH:19]=[CH:20][CH:21]=2)=[CH:14][CH:15]=1)(=[O:9])=[O:8] |f:2.3,5.6.7,8.9|. Procedure details: Biphenyl-4-sulfonic acid-(4-hydroxybutyl)-penten-1-yl-amide (1 g) was dissolved in 0.5 M NaBH4 in diglyme (9 mL) and chilled in an ice bath. BF3. OEt2 (1 mL) in diglyme (4 mL) was added with vigorous stirring. Stirring was continued for 1 hour and water (1 mL) was added. 3M NaOH (2 mL) was added followed by 30% H2O2 (3 mL). Anhydrous K2CO3 (5 g) was added and the solvent decanted. The K2CO3 was washed with ethyl acetate and the combined organics dried (Na2SO4) and evaporated. Distillation under ...